This data is from the Open Reaction Database (ORD), a public repository of structured organic reaction records. The task is: describe an organic reaction: reactants, conditions, products, and yield Starting materials: O=C([O-])O, [Li]CCCC, C1CCOC1, COP(C)(=O)OC, CC(C)=CCCC(C)=CCCC(C)=CC=O, [Na+]. As a reaction SMILES: [C:29](=[O:30])([OH:31])[O-:32].[CH2:1]([Li:2])[CH2:3][CH2:4][CH3:5].[CH2:34]1[O:35][CH2:36][CH2:37][CH2:38]1.[CH3:6][P:7]([O:8][CH3:9])([O:10][CH3:11])=[O:12].[CH:13](=[O:14])[CH:15]=[C:16]([CH3:17])[CH2:18][CH2:19][CH:20]=[C:21]([CH3:22])[CH2:23][CH2:24][CH:25]=[C:26]([CH3:27])[CH3:28].[Na+:33]>>[CH2:6]([P:7]([O:8][CH3:9])([O:10][CH3:11])=[O:12])[CH:13]([OH:14])[CH:15]=[C:16]([CH3:17])[CH2:18][CH2:19][CH:20]=[C:21]([CH3:22])[CH2:23][CH2:24][CH:25]=[C:26]([CH3:27])[CH3:28]. Product: COP(=O)(CC(O)C=C(C)CCC=C(C)CCC=C(C)C)OC. The reactants are COC(=O)c1ccccc1CBr, CO, NC(N)=S. The product is Br, COC(=O)c1ccccc1CSC(=N)N. Reaction SMILES: [Br:1][CH2:2][c:3]1[c:4]([C:5](=[O:6])[O:7][CH3:8])[cH:9][cH:10][cH:11][cH:12]1.[CH3:17][OH:18].[NH2:13][C:14]([NH2:15])=[S:16]>>[BrH:1].[CH2:2]([c:3]1[c:4]([C:5](=[O:6])[O:7][CH3:8])[cH:9][cH:10][cH:11][cH:12]1)[S:16][C:14](=[NH:13])[NH2:15]. The reactants are N1CCC(CC1)NC(=O)C1=CNC2=C1N=CN=C2C2=C(C=CC(=C2)OC)OCC2CC2 (4-(2-cyclopropylmethoxy-5-methoxy-phenyl)-5H-pyrrolo[3,2-d]pyrimidine-7-carboxylic acid piperidin-4-ylamide), C1(CC1)C(=O)Cl (cyclopropanecarbonyl chloride). The product is C1(CC1)C(=O)N1CCC(CC1)NC(=O)C1=CNC2=C1N=CN=C2C2=C(C=CC(=C2)OC)OCC2CC2 (4-(2-Cyclopropylmethoxy-5-methoxy-phenyl)-5H-pyrrolo[3,2-d]pyrimidine-7-carboxylic acid (1-cyclopropanecarbonyl-piperidin-4-yl)-amide). RXN SMILES: [NH:1]1[CH2:6][CH2:5][CH:4]([NH:7][C:8]([C:10]2[C:14]3[N:15]=[CH:16][N:17]=[C:18]([C:19]4[CH:24]=[C:23]([O:25][CH3:26])[CH:22]=[CH:21][C:20]=4[O:27][CH2:28][CH:29]4[CH2:31][CH2:30]4)[C:13]=3[NH:12][CH:11]=2)=[O:9])[CH2:3][CH2:2]1.[CH:32]1([C:35](Cl)=[O:36])[CH2:34][CH2:33]1>>[CH:32]1([C:35]([N:1]2[CH2:2][CH2:3][CH:4]([NH:7][C:8]([C:10]3[C:14]4[N:15]=[CH:16][N:17]=[C:18]([C:19]5[CH:24]=[C:23]([O:25][CH3:26])[CH:22]=[CH:21][C:20]=5[O:27][CH2:28][CH:29]5[CH2:30][CH2:31]5)[C:13]=4[NH:12][CH:11]=3)=[O:9])[CH2:5][CH2:6]2)=[O:36])[CH2:34][CH2:33]1. Reported procedure: Starting from 4-(2-cyclopropylmethoxy-5-methoxy-phenyl)-5H-pyrrolo[3,2-d]pyrimidine-7-carboxylic acid piperidin-4-ylamide (example A155) and cyclopropanecarbonyl chloride the title compound is obtained as colorless solid. Reaction SMILES: [C:1]([CH3:3])([CH3:4])([O:5][C:6](=[O:2])[N:8]1[CH2:9][CH2:10][N:11]([c:14]2[n:15][cH:16][c:17]([C:20]([NH:21][c:22]3[cH:23][c:24]([I:29])[c:25]([CH3:28])[cH:26][cH:27]3)=[O:30])[cH:18][cH:19]2)[CH2:12][CH2:13]1)[CH3:7].[I:31][c:32]1[cH:33][cH:34][c:35]([NH:36][C:37]([c:38]2[cH:39][cH:40][c:41]([N:42]3[CH2:43][CH2:44][N:45]([C:46](=[O:47])[CH2:54][C:55]([C:56](=[O:57])[OH:58])([CH3:59])[CH3:60])[CH2:48][CH2:49]3)[n:50][cH:51]2)=[O:52])[cH:53][c:61]1[CH3:62]>>[O:5]=[C:6]([N:8]1[CH2:9][CH2:10][N:11]([c:14]2[n:15][cH:16][c:17]([C:20]([NH:21][c:22]3[cH:23][c:24]([I:29])[c:25]([CH3:28])[cH:26][cH:27]3)=[O:30])[cH:18][cH:19]2)[CH2:12][CH2:13]1)[CH2:54][C:55]([C:56](=[O:57])[OH:58])([CH3:59])[CH3:60]. Yields the product Cc1ccc(NC(=O)c2ccc(N3CCN(C(=O)CC(C)(C)C(=O)O)CC3)nc2)cc1I. Starting materials: Cc1ccc(NC(=O)c2ccc(N3CCN(C(=O)OC(C)(C)C)CC3)nc2)cc1I, Cc1cc(NC(=O)c2ccc(N3CCN(C(=O)CC(C)(C)C(=O)O)CC3)nc2)ccc1I.